From a dataset of the Open Reaction Database (ORD), a public repository of structured organic reaction records. describe an organic reaction: reactants, conditions, products, and yield The reactants are OC1=C(CC(CC1)(C)C)C(=O)[O-] (2-hydroxy-5,5-dimethylcyclohex-1-enecarboxylate), Cl.N1=C(C=CC=C1)C(N)=N (picolinimidamide hydrochloride). The product is ClC1=NC(=NC=2CCC(CC12)(C)C)C1=NC=CC=C1 (4-Chloro-6,6-dimethyl-2-(pyridin-2-yl)-5,6,7,8-tetrahydroquinazoline). As a reaction SMILES: O[C:2]1[CH2:7][CH2:6][C:5]([CH3:9])([CH3:8])[CH2:4][C:3]=1[C:10]([O-])=O.[ClH:13].[N:14]1[CH:19]=[CH:18][CH:17]=[CH:16][C:15]=1[C:20](=[NH:22])[NH2:21]>>[Cl:13][C:10]1[C:3]2[CH2:4][C:5]([CH3:9])([CH3:8])[CH2:6][CH2:7][C:2]=2[N:21]=[C:20]([C:15]2[CH:16]=[CH:17][CH:18]=[CH:19][N:14]=2)[N:22]=1 |f:1.2|. Procedure details: Synthesized according to the method of reagent preparation 8 by using 2-hydroxy-5,5-dimethylcyclohex-1-enecarboxylate and picolinimidamide hydrochloride in step 2. MS (ES) for C15H16ClN3: 274 (MH+).